Dataset: the Open Reaction Database (ORD), a public repository of structured organic reaction records. Task: describe an organic reaction: reactants, conditions, products, and yield Reactants: [I-].FCCN(C(=O)NCCOC(=O)C1N(C=CC=[CH2+]1)C)N=O (N-(2-Fluoroethyl)-N'-[2-(1-methyl-3-pyridiniumcarbonyloxy)ethyl]-N-nitrosourea iodide), C(C1=CC=CC=C1)N1CC=C(C(=O)N)C=C1 (1-benzyl-1,2-dihydroisonicotinamide). The solvent is CO (methanol). The product is FCCN(C(=O)NCCOC(=O)C1=CN(C=CC1)C)N=O (N-(2-Fluoroethyl)-N'-[2-(1,4-dihydro-1-methyl-3-pyridinecarbonyloxy)ethyl]-N-nitrosourea). Yield: 55.0%. Reaction SMILES: [I-].[F:2][CH2:3][CH2:4][N:5]([N:21]=[O:22])[C:6]([NH:8][CH2:9][CH2:10][O:11][C:12](C1[CH2+]=CC=CN1C)=[O:13])=[O:7].[CH2:23]([N:30]1[CH:38]=[CH:37][C:33](C(N)=O)=[CH:32][CH2:31]1)C1C=CC=CC=1>CO>[F:2][CH2:3][CH2:4][N:5]([N:21]=[O:22])[C:6]([NH:8][CH2:9][CH2:10][O:11][C:12]([C:37]1[CH2:33][CH:32]=[CH:31][N:30]([CH3:23])[CH:38]=1)=[O:13])=[O:7] |f:0.1|. Procedure details: A solution of the quaternary nitrosourea prepared in Example 126 (0.426 g, 1 mmol) and 1-benzyl-1,2-dihydroisonicotinamide (0.21 g, 1 mmol) in 25 mL of anhydrous methanol was stirred at 0° C. for 4 hours under nitrogen. The solvent was evaporated in vacuo at about 30° C. and the residue was suspended in chloroform, filtered and flash chromatographed on a short column of neutral alumina. The title compound was obtained in 55% yield after elution with chloroform and was assigned the structure ##ST... Starting materials: ClC=1N=CC2=C(N1)N(C(=C2)C#N)C2CCCC2 (2-chloro-7-cyclopentyl-7H-pyrrolo[2,3-d]pyrimidine-6-carbonitrile), C(C)(C)(C)OC(=O)N1CCN(CCC1)C=1C=NC(=CC1)N (4-(6-amino-pyridin-3-yl)-[1,4]diazepane-1-carboxylic acid tert-butyl ester). Product: C(C)(C)(C)OC(=O)N1CCN(CCC1)C=1C=NC(=CC1)NC=1N=CC2=C(N1)N(C(=C2)C#N)C2CCCC2 (4-[6-(6-cyano-7-cyclopentyl-7H-pyrrolo[2,3-d]pyrimidin-2-ylamino)-pyridin-3-yl]-[1,4]diazepane-1-carboxylic acid tert-butyl ester). The yield is 49.6%. As a reaction SMILES: Cl[C:2]1[N:3]=[CH:4][C:5]2[CH:10]=[C:9]([C:11]#[N:12])[N:8]([CH:13]3[CH2:17][CH2:16][CH2:15][CH2:14]3)[C:6]=2[N:7]=1.[C:18]([O:22][C:23]([N:25]1[CH2:31][CH2:30][CH2:29][N:28]([C:32]2[CH:33]=[N:34][C:35]([NH2:38])=[CH:36][CH:37]=2)[CH2:27][CH2:26]1)=[O:24])([CH3:21])([CH3:20])[CH3:19]>>[C:18]([O:22][C:23]([N:25]1[CH2:31][CH2:30][CH2:29][N:28]([C:32]2[CH:33]=[N:34][C:35]([NH:38][C:2]3[N:3]=[CH:4][C:5]4[CH:10]=[C:9]([C:11]#[N:12])[N:8]([CH:13]5[CH2:17][CH2:16][CH2:15][CH2:14]5)[C:6]=4[N:7]=3)=[CH:36][CH:37]=2)[CH2:27][CH2:26]1)=[O:24])([CH3:21])([CH3:19])[CH3:20]. Procedure: Following Buchwald Procedure A, 2-chloro-7-cyclopentyl-7H-pyrrolo[2,3-d]pyrimidine-6-carbonitrile (95 mg, 0.385 mmol) and 4-(6-amino-pyridin-3-yl)-[1,4]diazepane-1-carboxylic acid tert-butyl ester (124 mg, 0.424 mmol) gave 4-[6-(6-cyano-7-cyclopentyl-7H-pyrrolo[2,3-d]pyrimidin-2-ylamino)-pyridin-3-yl]-[1,4]diazepane-1-carboxylic acid tert-butyl ester (96 mg) [following SiO2 chromatography, eluting with a 1-3% MeOH/dichloromethane and subsequent trituration with a diethyl ether]. The material is ... Reactants: Cc1ccccc1, COc1cc(Cl)ccc1CBr, N#C[Na], O. The product is COc1cc(Cl)ccc1CC#N. RXN SMILES: [CH3:15][c:16]1[cH:17][cH:18][cH:19][cH:20][cH:21]1.[Cl:1][c:2]1[cH:3][c:4]([O:10][CH3:11])[c:5]([CH2:6][Br:7])[cH:8][cH:9]1.[Na:12][C:13]#[N:14].[OH2:22]>>[Cl:1][c:2]1[cH:3][c:4]([O:10][CH3:11])[c:5]([CH2:6][C:13]#[N:14])[cH:8][cH:9]1. The reactants are [Mg] (magnesium), ClCC1=C(C=CC=C1)SC (2-(chloromethyl)thioanisole), [Cl-].[Li+] (lithium chloride), Grignard reagent, C(C1=CC=CC=C1)O[C@H](C1CO1)C ((2RS,3S)-3-(benzyloxy)-1,2-epoxybutane). The reagents and catalysts are [Cu](Cl)Cl (copper(II) chloride). Run in CCOCC (ether), C(Cl)Cl (CH2Cl2), C1CCOC1 (THF), CCOCC (ether). Conditions: temperature -70 celsius, time 1 hour. Yields the product CSC1=C(C=CC=C1)C[Mg]Cl (2-Methylthiophenylmethylmagnesium chloride), C(C1=CC=CC=C1)O[C@@H](C)[C@H](CCC1=C(C=CC=C1)SC)O ((2S,3S)-2-benzyloxy-5-(2-(methylthio)phenyl)pentan-3-ol). Yield: 229.1%. As a reaction SMILES: [Mg:1].Cl[CH2:3][C:4]1[CH:9]=[CH:8][CH:7]=[CH:6][C:5]=1[S:10][CH3:11].[Cl-:12].[Li+].[CH2:14]([O:21][C@@H:22]([CH3:26])[CH:23]1[O:25][CH2:24]1)[C:15]1[CH:20]=[CH:19][CH:18]=[CH:17][CH:16]=1>CCOCC.C1COCC1.[Cu](Cl)Cl.C(Cl)Cl>[CH3:11][S:10][C:5]1[CH:6]=[CH:7][CH:8]=[CH:9][C:4]=1[CH2:3][Mg:1][Cl:12].[CH2:14]([O:21][C@H:22]([C@@H:23]([OH:25])[CH2:24][CH2:3][C:4]1[CH:9]=[CH:8][CH:7]=[CH:6][C:5]=1[S:10][CH3:11])[CH3:26])[C:15]1[CH:20]=[CH:19][CH:18]=[CH:17][CH:16]=1 |f:2.3|. Procedure details: 2-Methylthiophenylmethylmagnesium chloride was prepared from magnesium turnings (654 mg) and 2-(chloromethyl)thioanisole (1.55 g) in ether (29 ml) by the method of J. Am. Chem. Soc. (1943) 65, 295. A solution of lithium chloride (38 mg) and copper(II) chloride (60 mg) in THF (2.8 ml) was added dropwise to the ethereal solution of the Grignard reagent followed by addition of a solution of (2RS,3S)-3-(benzyloxy)-1,2-epoxybutane (0.8 g) in ether (8 ml) below −60° C. The mixture was stirred at −70° ... Reactants: O=C(O)C=Cc1ccc(Br)s1, COCCOC, OB(O)c1ccc(F)cc1, [Na+], [Na+], O=C([O-])[O-], c1ccc(P(c2ccccc2)(c2ccccc2)[Pd](P(c2ccccc2)(c2ccccc2)c2ccccc2)(P(c2ccccc2)(c2ccccc2)c2ccccc2)P(c2ccccc2)(c2ccccc2)c2ccccc2)cc1. The product is O=C(O)C=Cc1ccc(-c2ccc(F)cc2)s1. As a reaction SMILES: [Br:1][c:2]1[cH:3][cH:4][c:5]([CH:7]=[CH:8][C:9](=[O:10])[OH:11])[s:6]1.[CH3:28][O:29][CH2:30][CH2:31][O:32][CH3:33].[F:12][c:13]1[cH:14][cH:15][c:16]([B:19]([OH:20])[OH:21])[cH:17][cH:18]1.[Na+:22].[Na+:23].[O-:24][C:25](=[O:26])[O-:27].[cH:34]1[cH:35][cH:36][c:37]([P:38]([Pd:39]([P:40]([c:41]2[cH:42][cH:43][cH:44][cH:45][cH:46]2)([c:47]2[cH:48][cH:49][cH:50][cH:51][cH:52]2)[c:53]2[cH:54][cH:55][cH:56][cH:57][cH:58]2)([P:59]([c:60]2[cH:61][cH:62][cH:63][cH:64][cH:65]2)([c:66]2[cH:67][cH:68][cH:69][cH:70][cH:71]2)[c:72]2[cH:73][cH:74][cH:75][cH:76][cH:77]2)[P:78]([c:79]2[cH:80][cH:81][cH:82][cH:83][cH:84]2)([c:85]2[cH:86][cH:87][cH:88][cH:89][cH:90]2)[c:91]2[cH:92][cH:93][cH:94][cH:95][cH:96]2)([c:97]2[cH:98][cH:99][cH:100][cH:101][cH:102]2)[c:103]2[cH:104][cH:105][cH:106][cH:107][cH:108]2)[cH:109][cH:110]1>>[c:2]1(-[c:16]2[cH:15][cH:14][c:13]([F:12])[cH:18][cH:17]2)[cH:3][cH:4][c:5]([CH:7]=[CH:8][C:9](=[O:10])[OH:11])[s:6]1. The reactants are CC(=O)c1ccc(Br)cc1, CCOC(=O)CC#N, CC(=O)[O-], CCOC(C)=O, CC(=O)O, [NH4+], c1ccccc1. Product: CCOC(=O)C(C#N)=C(C)c1ccc(Br)cc1. Reaction SMILES: [Br:1][c:2]1[cH:3][cH:4][c:5]([C:8]([CH3:9])=[O:10])[cH:6][cH:7]1.[C:11](#[N:12])[CH2:13][C:14](=[O:15])[O:16][CH2:17][CH3:18].[CH3:20][C:21](=[O:22])[O-:23].[CH3:24][CH2:25][O:26][C:27](=[O:28])[CH3:29].[CH3:30][C:31](=[O:32])[OH:33].[NH4+:19].[cH:34]1[cH:35][cH:36][cH:37][cH:38][cH:39]1>>[Br:1][c:2]1[cH:3][cH:4][c:5]([C:8]([CH3:9])=[C:13]([C:11]#[N:12])[C:14](=[O:15])[O:16][CH2:17][CH3:18])[cH:6][cH:7]1. Starting materials: O.[PH2](=O)[O-].[Na+] (sodium hypophosphite hydrate), C1(=CC=CC=C1)CCC=C (4-phenyl-1-butene), N(=NC(C#N)(C)C)C(C#N)(C)C (2,2′-azobisisobutyronitrile), S(O)(O)(=O)=O (sulfuric acid), C12(CC3CC(CC(C1)C3)C2)N (adamantaneamine). Solvent: C(C)O (ethanol). The product is C1(=CC=CC=C1)CCCCP(O)=O (4-phenylbutylphosphinic acid). Isolated yield 54.5%. Reaction SMILES: O.[PH2:2]([O-:4])=[O:3].[Na+].[C:6]1([CH2:12][CH2:13][CH:14]=[CH2:15])[CH:11]=[CH:10][CH:9]=[CH:8][CH:7]=1.N(C(C)(C)C#N)=NC(C)(C)C#N.S(=O)(=O)(O)O.C12(N)CC3CC(CC(C3)C1)C2>C(O)C>[C:6]1([CH2:12][CH2:13][CH2:14][CH2:15][PH:2](=[O:4])[OH:3])[CH:11]=[CH:10][CH:9]=[CH:8][CH:7]=1 |f:0.1.2|. Reported procedure: A solution of sodium hypophosphite hydrate (17.6 g, 200 mmol), 4-phenyl-1-butene (10 mL, 66.6 mmol), 2,2′-azobisisobutyronitrile (AlBN) (1 g), conc. sulfuric acid (1 mL) in 200 mL of absolute ethanol was heated to reflux for 17 hours. The reaction mixture was concentrated to an oil, suspended in 70 mL of water, made basic with 50% NaOH and washed with 2×70 mL ether. The aqueous layer was acidified with conc. sulfuric acid, extracted into ethyl acetate and concentrated. The residue was dissolved ... Reactants: CCOC(=O)COc1ccc(OCc2ccc(F)cc2)cc1, CN, O. Product: CNC(=O)COc1ccc(OCc2ccc(F)cc2)cc1. RXN SMILES: [CH2:1]([O:3][C:4](=[O:2])[CH2:5][O:6][c:7]1[cH:8][cH:9][c:10]([O:13][CH2:14][c:15]2[cH:16][cH:17][c:18]([F:21])[cH:19][cH:20]2)[cH:11][cH:12]1)[CH3:22].[CH3:23][NH2:24].[OH2:25]>>[O:3]=[C:4]([CH2:5][O:6][c:7]1[cH:8][cH:9][c:10]([O:13][CH2:14][c:15]2[cH:16][cH:17][c:18]([F:21])[cH:19][cH:20]2)[cH:11][cH:12]1)[NH:24][CH3:23]. Reactants: Clc1ccc2ncc(Br)n2n1, CN1CCN(CCCN)CC1, CO, ClCCl, [NH4+], [OH-]. Yields the product CN1CCN(CCCNc2ccc3ncc(Br)n3n2)CC1. Reaction SMILES: [Br:1][c:2]1[cH:3][n:4][c:5]2[n:6]1[n:7][c:8]([Cl:11])[cH:9][cH:10]2.[CH3:12][N:13]1[CH2:14][CH2:15][N:16]([CH2:19][CH2:20][CH2:21][NH2:22])[CH2:17][CH2:18]1.[CH3:26][OH:27].[Cl:23][CH2:24][Cl:25].[NH4+:29].[OH-:28]>>[Br:1][c:2]1[cH:3][n:4][c:5]2[n:6]1[n:7][c:8]([NH:22][CH2:21][CH2:20][CH2:19][N:16]1[CH2:15][CH2:14][N:13]([CH3:12])[CH2:18][CH2:17]1)[cH:9][cH:10]2.